This data is from the Open Reaction Database (ORD), a public repository of structured organic reaction records. The task is: describe an organic reaction: reactants, conditions, products, and yield Reactants: resultant mixture, Cl (hydrochloric acid), ON1N=NC2=C1C=CC=C2 (N-hydroxy benzotriazole), CN(CCCN=C=NCC)C (1-(3-dimethylaminopropyl)-3-ethylcarbodiimide), CN1CCOCC1 (4-methylmorpholine), NC1CN(C1)C(=O)OC(C)(C)C (tert-butyl 3-aminoazetidine-1-carboxylate), COC(=O)C=1C=C2CC(C(NC2=CC1)C=1C=C(C(=O)O)C=CC1)(C)C (3-(6-(methoxycarbonyl)-3,3-dimethyl-1,2,3,4-tetrahydroquinolin-2-yl)benzoic acid). Solvent: ClCCl (dichloromethane). Reaction conditions: time 30 minute. Product: C(C)(C)(C)OC(=O)N1CC(C1)NC(=O)C=1C=C(C=CC1)C1NC2=CC=C(C=C2CC1(C)C)C(=O)OC (methyl 2-(3-(1-(tert-butoxycarbonyl) azetidin-3-ylcarbamoyl)phenyl)-3,3-dimethyl-1,2,3,4-tetrahydroquinoline-6-carboxylate). Isolated yield 107.7%. As a reaction SMILES: [CH3:1][O:2][C:3]([C:5]1[CH:6]=[C:7]2[C:12](=[CH:13][CH:14]=1)[NH:11][CH:10]([C:15]1[CH:16]=[C:17]([CH:21]=[CH:22][CH:23]=1)[C:18](O)=[O:19])[C:9]([CH3:25])([CH3:24])[CH2:8]2)=[O:4].ON1C2C=CC=CC=2N=N1.CN(C)CCCN=C=NCC.Cl.CN1CCOCC1.[NH2:55][CH:56]1[CH2:59][N:58]([C:60]([O:62][C:63]([CH3:66])([CH3:65])[CH3:64])=[O:61])[CH2:57]1>ClCCl>[C:63]([O:62][C:60]([N:58]1[CH2:57][CH:56]([NH:55][C:18]([C:17]2[CH:16]=[C:15]([CH:10]3[C:9]([CH3:25])([CH3:24])[CH2:8][C:7]4[C:12](=[CH:13][CH:14]=[C:5]([C:3]([O:2][CH3:1])=[O:4])[CH:6]=4)[NH:11]3)[CH:23]=[CH:22][CH:21]=2)=[O:19])[CH2:59]1)=[O:61])([CH3:66])([CH3:65])[CH3:64]. Procedure details: To a suspension of 3-(6-(methoxycarbonyl)-3,3-dimethyl-1,2,3,4-tetrahydroquinolin-2-yl)benzoic acid (150 mg, 0.44 mmol, 1.0 eq.) in dichloromethane (10.0 ml) was added N-hydroxy benzotriazole (89.2 mg, 0.66 mmol, 1.5 eq.) and 1-(3-dimethylaminopropyl)-3-ethylcarbodiimide.hydrochloric acid (253.0 mg, 1.32 mmol, 3.0 eq.), followed by 4-methylmorpholine (133.5 mg, 1.32 mmol) and the resultant mixture was stirred at room temperature for 30 min. Then tert-butyl 3-aminoazetidine-1-carboxylate (90.9 mg... The reactants are NC1=NC(=C(C=C1Br)Br)C (2-amino-3,5-dibromo-6-methylpyridine), C1(CCCCC1)[N+]#[C-] (cyclohexyl isocyanide), COC1=C(C=O)C=CC=C1 (2-methoxybenzaldehyde). Solvent: Cl(=O)(=O)(=O)O (perchloric acid). Yields the product C1(CCCCC1)NC1=C(N=C2N1C(=C(C=C2Br)Br)C)C2=C(C=CC=C2)OC (cyclohexyl-[6,8-dibromo-2-(2-methoxyphenyl)-5-methyl-imidazo[1,2-a]pyridin-3-yl]-amine). RXN SMILES: [NH2:1][C:2]1[C:7]([Br:8])=[CH:6][C:5]([Br:9])=[C:4]([CH3:10])[N:3]=1.[CH:11]1([N+:17]#[C-:18])[CH2:16][CH2:15][CH2:14][CH2:13][CH2:12]1.[CH3:19][O:20][C:21]1[CH:28]=[CH:27][CH:26]=[CH:25][C:22]=1[CH:23]=O>Cl(O)(=O)(=O)=O>[CH:11]1([NH:17][C:18]2[N:3]3[C:4]([CH3:10])=[C:5]([Br:9])[CH:6]=[C:7]([Br:8])[C:2]3=[N:1][C:23]=2[C:22]2[CH:25]=[CH:26][CH:27]=[CH:28][C:21]=2[O:20][CH3:19])[CH2:16][CH2:15][CH2:14][CH2:13][CH2:12]1. Procedure details: Compound (11) was prepared according to the general synthesis instructions from 1.0 ml of 2-amino-3,5-dibromo-6-methylpyridine solution (0.1 M, DCM), 0.575 ml of cyclohexyl isocyanide solution (0.2 M, DCM), 0.500 ml of 2-methoxybenzaldehyde solution (0.3 M, DCM), and 10 μl of perchloric acid (w=20%). Reactants: Cl, CCCCCCN(C)C(=O)c1ccc(-c2csc(NC(=N)N)n2)o1, [Na+], C1CCOC1, [OH-]. Yields the product CCCCCCN(C)Cc1ccc(-c2csc(NC(=N)N)n2)o1. As a reaction SMILES: [ClH:25].[NH:1]([C:2](=[NH:3])[NH2:4])[c:5]1[s:6][cH:7][c:8](-[c:10]2[o:11][c:12]([C:15]([N:16]([CH3:17])[CH2:18][CH2:19][CH2:20][CH2:21][CH2:22][CH3:23])=[O:24])[cH:13][cH:14]2)[n:9]1.[Na+:27].[O:28]1[CH2:29][CH2:30][CH2:31][CH2:32]1.[OH-:26]>>[NH:1]([C:2](=[NH:3])[NH2:4])[c:5]1[s:6][cH:7][c:8](-[c:10]2[o:11][c:12]([CH2:15][N:16]([CH3:17])[CH2:18][CH2:19][CH2:20][CH2:21][CH2:22][CH3:23])[cH:13][cH:14]2)[n:9]1. Starting materials: C(C)(=O)O[C@@H](C)C=1OC(=NN1)C=1C=CC2=C(C(=CO2)Br)C1 ((1S)-1-[5-(3-bromo-1-benzofuran-5-yl)-1,3,4-oxadiazol-2-yl]ethyl acetate), CSC1=CC=C(C=C1)B(O)O ([4-(methylthio)phenyl]boronic acid). Product: C(C)(=O)O[C@@H](C)C=1OC(=NN1)C=1C=CC2=C(C(=CO2)C2=CC=C(C=C2)SC)C1 ((1S)-1-[5-[3-[4-(methylthio)phenyl]-1-benzofuran-5-yl]-1,3,4-oxadiazol-2-yl]ethyl acetate). Isolated yield 64.0%. RXN SMILES: [C:1]([O:4][C@H:5]([C:7]1[O:8][C:9]([C:12]2[CH:13]=[CH:14][C:15]3[O:19][CH:18]=[C:17](Br)[C:16]=3[CH:21]=2)=[N:10][N:11]=1)[CH3:6])(=[O:3])[CH3:2].[CH3:22][S:23][C:24]1[CH:29]=[CH:28][C:27](B(O)O)=[CH:26][CH:25]=1>>[C:1]([O:4][C@H:5]([C:7]1[O:8][C:9]([C:12]2[CH:13]=[CH:14][C:15]3[O:19][CH:18]=[C:17]([C:27]4[CH:28]=[CH:29][C:24]([S:23][CH3:22])=[CH:25][CH:26]=4)[C:16]=3[CH:21]=2)=[N:10][N:11]=1)[CH3:6])(=[O:3])[CH3:2]. Procedure: In the same manner as in Reference Example 19 and using (1S)-1-[5-(3-bromo-1-benzofuran-5-yl)-1,3,4-oxadiazol-2-yl]ethyl acetate instead of methyl 3-iodoimidazo[1,2-a]pyridine-6-carboxylate and [4-(methylthio)phenyl]boronic acid instead of (4-methoxyphenyl)boronic acid, the title compound (yield 64%) was obtained as colorless crystals. Reactants: O=C1OC[C@@H](N1)[C@H](C(=O)OCC1=CC=CC=C1)C ((R)-benzyl 2-((S)-2-oxooxazolidin-4-yl)propanoate). Reagents/catalysts: [Pd] (Pd/C). Run in C1CCOC1 (THF). Conditions: time 4 hour. Product: O=C1OC[C@@H](N1)[C@H](C(=O)O)C ((R)-2-((S)-2-oxooxazolidin-4-yl)propanoic acid). The yield is 92.1%. Reaction SMILES: [O:1]=[C:2]1[NH:6][C@@H:5]([C@@H:7]([CH3:18])[C:8]([O:10]CC2C=CC=CC=2)=[O:9])[CH2:4][O:3]1>C1COCC1.[Pd]>[O:1]=[C:2]1[NH:6][C@@H:5]([C@@H:7]([CH3:18])[C:8]([OH:10])=[O:9])[CH2:4][O:3]1. Procedure: To a solution of (R)-benzyl 2-((S)-2-oxooxazolidin-4-yl)propanoate (1.99 g, 7.98 mmol) in THF (18.7 mL) was added Pd/C (10% wt., Degussa; 0.425 g). The mixture was stirred under hydrogen atmosphere (balloon) at room temperature for 4 hr. The mixture was filtered through a plug of celite and rinsed several times with THF. The filtrate was concentrated under reduced pressure providing (R)-2-((S)-2-oxooxazolidin-4-yl)propanoic acid (1.17 g) as a white solid, which was directly used without further ...